From a dataset of the Open Reaction Database (ORD), a public repository of structured organic reaction records. describe an organic reaction: reactants, conditions, products, and yield Product: COCC(OC1=CC=C(C=C1)N1C(=NC(=C(C1=O)CC1=CC=C(C=C1)C=1C(=CC=CC1)C#N)CCC)C)C (4′-({1-[4-(2-methoxy-1-methylethoxy)phenyl]-2-methyl-6-oxo-4-propyl-1,6-dihydropyrimidin-5-yl}methyl)biphenyl-2-carbonitrile). Reaction SMILES: [OH:1][CH2:2][CH:3]([CH3:37])[O:4][C:5]1[CH:10]=[CH:9][C:8]([N:11]2[C:16](=[O:17])[C:15]([CH2:18][C:19]3[CH:24]=[CH:23][C:22]([C:25]4[C:26]([C:31]#[N:32])=[CH:27][CH:28]=[CH:29][CH:30]=4)=[CH:21][CH:20]=3)=[C:14]([CH2:33][CH2:34][CH3:35])[N:13]=[C:12]2[CH3:36])=[CH:7][CH:6]=1.[H-].[Na+].CI.[C:42](OCC)(=O)C>CN(C)C=O.O>[CH3:42][O:1][CH2:2][CH:3]([CH3:37])[O:4][C:5]1[CH:10]=[CH:9][C:8]([N:11]2[C:16](=[O:17])[C:15]([CH2:18][C:19]3[CH:24]=[CH:23][C:22]([C:25]4[C:26]([C:31]#[N:32])=[CH:27][CH:28]=[CH:29][CH:30]=4)=[CH:21][CH:20]=3)=[C:14]([CH2:33][CH2:34][CH3:35])[N:13]=[C:12]2[CH3:36])=[CH:7][CH:6]=1 |f:1.2|. Starting materials: C(C)(=O)OCC (Ethyl acetate), OCC(OC1=CC=C(C=C1)N1C(=NC(=C(C1=O)CC1=CC=C(C=C1)C=1C(=CC=CC1)C#N)CCC)C)C (4′-({1-[4-(2-hydroxy-1-methylethoxy)phenyl]-2-methyl-6-oxo-4-propyl-1,6-dihydropyrimidin-5-yl}methyl)biphenyl-2-carbonitrile), [H-].[Na+] (sodium hydride), CI (methyl iodide). Solvent: O (water), CN(C=O)C (N,N-dimethylformamide). Procedure: To a solution of 4′-({1-[4-(2-hydroxy-1-methylethoxy)phenyl]-2-methyl-6-oxo-4-propyl-1,6-dihydropyrimidin-5-yl}methyl)biphenyl-2-carbonitrile (0.70 g) in N,N-dimethylformamide (7 mL) were added 60% sodium hydride (0.07 g) and then methyl iodide (0.18 mL) at 0° C., and the mixture was stirred for 1 hr. Ethyl acetate and water were added to the reaction mixture, and the mixture was extracted with ethyl acetate. The organic layer was washed with saturated brine and dried over anhydrous magnesium su... Reactants: [H][H] (hydrogen), nitrile, CN(CCC#N)CCC#N (MIBPN), N-methyl, C=O (Formaldehyde), CN(CCC#N)CCC#N (methyliminobispropionitrile), amine. The reagents and catalysts are [Pd] (palladium on carbon), [Cr].[Co] (Hastelloy C). The solvent is CO (methanol). Run at temperature 95 celsius. Product: N(CCC#N)CCC#N (Iminobispropionitrile). As a reaction SMILES: [H][H].C=O.C[N:6]([CH2:11][CH2:12][C:13]#[N:14])[CH2:7][CH2:8][C:9]#[N:10]>[Pd].CO.[Cr].[Co]>[NH:6]([CH2:11][CH2:12][C:13]#[N:14])[CH2:7][CH2:8][C:9]#[N:10] |f:5.6|. Procedure details: A 300 cc Hastelloy C autoclave was charged with 10.0 g of 5% palladium on carbon catalyst (50 wt % water wet). The reactor was flushed several times with nitrogen and then hydrogen. Then 123 g of crude IBPN obtained as the distillation residue in Example 1 was pumped into the autoclave. The temperature of the reactor contents was raised to 95°C. and hydrogen was added to provide a pressure of 115 psig. Formaldehyde (as a 55 wt % solution in methanol) was then admitted to the autoclave at a rate ... Reactants: C(C)OC(=O)C1=C(N(C2=CC=C(C=C12)O)C1=CC=C(C=C1)N(CC)CC)CC(=O)OCC (1-(4-Diethylaminophenyl)-2-ethoxycarbonylmethyl-5-hydroxyindole-3-carboxylic acid ethyl ester), ClC1=NC=C(C(=O)N(C)C)C=C1 (6-chloro-N,N-dimethyl-nicotinamide). Yields the product C(C)OC(=O)C1=C(N(C2=CC=C(C=C12)OC1=NC=C(C=C1)C(N(C)C)=O)C1=CC=C(C=C1)N(CC)CC)CC(=O)OCC (1-(4-Diethylaminophenyl)-5-(5-dimethylcarbamoylpyridin-2-yloxy)-2-ethoxycarbonylmethylindole-3-carboxylic acid ethyl ester). As a reaction SMILES: [CH2:1]([O:3][C:4]([C:6]1[C:14]2[C:9](=[CH:10][CH:11]=[C:12]([OH:15])[CH:13]=2)[N:8]([C:16]2[CH:21]=[CH:20][C:19]([N:22]([CH2:25][CH3:26])[CH2:23][CH3:24])=[CH:18][CH:17]=2)[C:7]=1[CH2:27][C:28]([O:30][CH2:31][CH3:32])=[O:29])=[O:5])[CH3:2].Cl[C:34]1[CH:44]=[CH:43][C:37]([C:38]([N:40]([CH3:42])[CH3:41])=[O:39])=[CH:36][N:35]=1>>[CH2:1]([O:3][C:4]([C:6]1[C:14]2[C:9](=[CH:10][CH:11]=[C:12]([O:15][C:34]3[CH:44]=[CH:43][C:37]([C:38](=[O:39])[N:40]([CH3:41])[CH3:42])=[CH:36][N:35]=3)[CH:13]=2)[N:8]([C:16]2[CH:21]=[CH:20][C:19]([N:22]([CH2:25][CH3:26])[CH2:23][CH3:24])=[CH:18][CH:17]=2)[C:7]=1[CH2:27][C:28]([O:30][CH2:31][CH3:32])=[O:29])=[O:5])[CH3:2]. Procedure: The title compound was prepared in accordance with step (c) Example 38 from 1-(4-diethylaminophenyl)-2-ethoxycarbonylmethyl-5-hydroxyindole-3-carboxylic acid ethyl ester (120 mg, 0.28 mmol, see step (b) Example 1) and 6-chloro-N,N-dimethyl-nicotinamide (78 mg, 0.42 mmol). Yield 79 mg (48%).